Dataset: the Open Reaction Database (ORD), a public repository of structured organic reaction records. Task: describe an organic reaction: reactants, conditions, products, and yield The reactants are CC(=O)Oc1ccc(C(c2ccc(OC(C)=O)cc2)c2ccccc2C(=O)O)cc1, ClCCl, O=S(Cl)Cl. The product is CC(=O)Oc1ccc(C(c2ccc(OC(C)=O)cc2)c2ccccc2C(=O)Cl)cc1. RXN SMILES: [C:1]([CH3:2])(=[O:3])[O:4][c:5]1[cH:6][cH:7][c:8]([CH:11]([c:12]2[c:13]([C:14](=[O:15])[OH:16])[cH:17][cH:18][cH:19][cH:20]2)[c:21]2[cH:22][cH:23][c:24]([O:27][C:28]([CH3:29])=[O:30])[cH:25][cH:26]2)[cH:9][cH:10]1.[CH2:35]([Cl:36])[Cl:37].[S:31]([Cl:32])([Cl:33])=[O:34]>>[C:1]([CH3:2])(=[O:3])[O:4][c:5]1[cH:6][cH:7][c:8]([CH:11]([c:12]2[c:13]([C:14](=[O:15])[Cl:33])[cH:17][cH:18][cH:19][cH:20]2)[c:21]2[cH:22][cH:23][c:24]([O:27][C:28]([CH3:29])=[O:30])[cH:25][cH:26]2)[cH:9][cH:10]1. Starting materials: C1CCC(CC1)N=C=NC2CCCCC2 (DCC), N([C@@H](CC(N)=O)C(=O)O)C(=O)OC(C)(C)C (BocAsnOH), ON1C(=O)CCC1=O (HOSu), NCC(=O)OCC1=CC=CC=C1 (GlyOBzl), TEA. Solvent: CN(C)C=O (DMF), CN(C)C=O (DMF). Conditions: time 8 hour. The product is N([C@@H](CC(N)=O)C(=O)NCC(=O)OCC1=CC=CC=C1)C(=O)OC(C)(C)C (BocAsnGlyOBzl). Reaction SMILES: [NH:1]([C:10]([O:12][C:13]([CH3:16])([CH3:15])[CH3:14])=[O:11])[C@H:2]([C:7]([OH:9])=O)[CH2:3][C:4](=[O:6])[NH2:5].ON1C(=O)CCC1=O.C1CCC(N=C=NC2CCCCC2)CC1.[NH2:40][CH2:41][C:42]([O:44][CH2:45][C:46]1[CH:51]=[CH:50][CH:49]=[CH:48][CH:47]=1)=[O:43]>CN(C=O)C>[NH:1]([C:10]([O:12][C:13]([CH3:16])([CH3:15])[CH3:14])=[O:11])[C@H:2]([C:7]([NH:40][CH2:41][C:42]([O:44][CH2:45][C:46]1[CH:51]=[CH:50][CH:49]=[CH:48][CH:47]=1)=[O:43])=[O:9])[CH2:3][C:4](=[O:6])[NH2:5]. Procedure details: 58 g BocAsnOH (0.25 moles) and 29 g HOSu are dissolved in 250 ml DMF and cooled to -20°. 52 g DCC dissolved in 250 ml DMF is added. After 4 hours stirring at room temperature 85 g GlyOBzl, pTos and 35 ml TEA is added. After stirring overnight the DCU i filtered off, DMF removed in vacuo on a Rotavap, and the resulting oil dissolved in EtAc. After extraction with sat. NaCl, sat. NaHCO3, and 10% citric acid, the solvent is dried with Na2SO4 and evaporated. The resulting crystalline ma is dried in ... Procedure details: Analogously to the procedure of Example 29, the title compound is prepared from 10 mg (0.024 mmol) of 5-amino-1-[1-(1-hydroxy-ethyl)-4-phenyl-butyl]-1H-[1,2,3]triazole-4-carboxamide and 20 mg (0.107 mmol) of methyl 3,4-methylenedioxyphenylacetate. RXN SMILES: [NH2:1][C:2]1[N:6]([CH:7]([CH:17]([OH:19])[CH3:18])[CH2:8][CH2:9][CH2:10][C:11]2[CH:16]=[CH:15][CH:14]=[CH:13][CH:12]=2)[N:5]=[N:4][C:3]=1[C:20]([NH2:22])=[O:21].[CH2:23]1[O:31][C:30]2[CH:29]=[CH:28][C:27]([CH2:32][C:33](OC)=O)=[CH:26][C:25]=2[O:24]1>>[O:31]1[C:30]2[CH:29]=[CH:28][C:27]([CH2:32][C:33]3[NH:22][C:20](=[O:21])[C:3]4[N:4]=[N:5][N:6]([CH:7]([CH:17]([OH:19])[CH3:18])[CH2:8][CH2:9][CH2:10][C:11]5[CH:12]=[CH:13][CH:14]=[CH:15][CH:16]=5)[C:2]=4[N:1]=3)=[CH:26][C:25]=2[O:24][CH2:23]1. Product: O1COC2=C1C=CC(=C2)CC=2NC(C1=C(N2)N(N=N1)C(CCCC1=CC=CC=C1)C(C)O)=O (5-Benzo[1,3]dioxol-5-ylmethyl-3-[1-(1-hydroxy-ethyl)-4-phenyl-butyl]-3,6-dihydro-[1,2,3]triazolo[4,5-d]pyrimidin-7-one). The reactants are NC1=C(N=NN1C(CCCC1=CC=CC=C1)C(C)O)C(=O)N (5-amino-1-[1-(1-hydroxy-ethyl)-4-phenyl-butyl]-1H-[1,2,3]triazole-4-carboxamide), C1OC=2C=C(C=CC2O1)CC(=O)OC (methyl 3,4-methylenedioxyphenylacetate). Reactants: O=C([O-])O, COCCOC, CC(C)(C)C(=O)Nc1ccc(Cl)cc1C(=O)C(F)(F)F, Cl, [Na+]. The product is Nc1ccc(Cl)cc1C(=O)C(F)(F)F. Reaction SMILES: [C:22](=[O:23])([OH:24])[O-:25].[CH2:27]([CH2:28][O:29][CH3:30])[O:31][CH3:32].[Cl:2][c:3]1[cH:4][c:5]([C:16]([C:17]([F:18])([F:19])[F:20])=[O:21])[c:6]([NH:9][C:10](=[O:11])[C:12]([CH3:13])([CH3:14])[CH3:15])[cH:7][cH:8]1.[ClH:1].[Na+:26]>>[Cl:2][c:3]1[cH:4][c:5]([C:16]([C:17]([F:18])([F:19])[F:20])=[O:21])[c:6]([NH2:9])[cH:7][cH:8]1.